This data is from the Open Reaction Database (ORD), a public repository of structured organic reaction records. The task is: describe an organic reaction: reactants, conditions, products, and yield Product: COc1c(F)c(N)cc(F)c1F. As a reaction SMILES: [C:20](=[O:21])([O-:22])[O-:23].[K+:24].[K+:25].[NH2:6][c:7]1[c:8]([C:9]#[N:10])[c:11]([F:19])[c:12]([F:18])[c:13]([O:16][CH3:17])[c:14]1[F:15].[OH2:26].[S:1](=[O:2])(=[O:3])([OH:4])[OH:5]>>[NH2:6][c:7]1[cH:8][c:11]([F:19])[c:12]([F:18])[c:13]([O:16][CH3:17])[c:14]1[F:15]. The reactants are O=C([O-])[O-], [K+], [K+], COc1c(F)c(N)c(C#N)c(F)c1F, O, O=S(=O)(O)O. Run in C(C)O (ethanol). The product is N1=C(C=CC=C1)/C=C/CCC(=O)OCC (ethyl (4E)-5-(2-pyridyl)-4-pentenoate). The reactants are N1=C(C=CC=C1)/C=C/CCC(=O)O ((4E)-5-(2-pyridyl)-4-pentenoic acid), CC1(C2CCC1(C(=O)C2)CS(=O)(=O)O)C (d-camphor-10-sulfonic acid). As a reaction SMILES: [N:1]1[CH:6]=[CH:5][CH:4]=[CH:3][C:2]=1/[CH:7]=[CH:8]/[CH2:9][CH2:10][C:11]([OH:13])=[O:12].[CH3:14][C:15]1(C)C2(CS(O)(=O)=O)C(CC1CC2)=O>C(O)C>[N:1]1[CH:6]=[CH:5][CH:4]=[CH:3][C:2]=1/[CH:7]=[CH:8]/[CH2:9][CH2:10][C:11]([O:13][CH2:14][CH3:15])=[O:12]. The yield is 99.3%. Reaction conditions: time 2 hour. Reported procedure: To a solution of (4E)-5-(2-pyridyl)-4-pentenoic acid (1.6 g) in ethanol (50 ml) was added d-camphor-10-sulfonic acid (2.3 g), and the mixture was heated under reflux with a reflux condenser containing 3 Å molecular sieves. After 2 hours, the mixture was evaporated, diluted with saturated aqueous sodium bicarbonate and then extracted with ethyl acetate. The organic layers were washed with brine, dried over sodium sulfate and evaporated in vacuo to give ethyl (4E)-5-(2-pyridyl)-4-pentenoate (1.84 ... Starting materials: O=C([O-])[O-], CCI, Cn1c(=O)[nH]c(=O)c2conc21, CN(C)C=O, [K+], [K+]. The product is CCn1c(=O)c2conc2n(C)c1=O. RXN SMILES: [C:13](=[O:14])([O-:15])[O-:16].[CH2:19]([CH3:20])[I:21].[CH3:1][n:2]1[c:3](=[O:12])[nH:4][c:5](=[O:11])[c:6]2[c:7]1[n:8][o:9][cH:10]2.[CH3:22][N:23]([CH3:24])[CH:25]=[O:26].[K+:17].[K+:18]>>[CH3:1][n:2]1[c:3](=[O:12])[n:4]([CH2:19][CH3:20])[c:5](=[O:11])[c:6]2[c:7]1[n:8][o:9][cH:10]2. Reported procedure: A mixture of 5.82 gm (14.8 mMol) N-benzyl-N-[N′-tert-butoxycarbonyl-(S)-valinyl]glycine ethyl ester in 20 mL 4N hydrogen chloride in dioxane was stirred at room temperature under a nitrogen atmosphere over night. The reaction mixture was concentrated under reduced pressure and the residue partitioned between dichloromethane and saturated aqueous sodium bicarbonate. The aqueous phase was extracted again with dichloromethane. The combined organic phases were dried over magnesium sulfate and concen... Reaction SMILES: [CH2:1]([O:3][C:4](=[O:28])[CH2:5][N:6]([CH2:21][C:22]1[CH:27]=[CH:26][CH:25]=[CH:24][CH:23]=1)[C:7](=[O:20])[C@H:8]([CH:17]([CH3:19])[CH3:18])[NH:9]C(OC(C)(C)C)=O)[CH3:2]>Cl.O1CCOCC1>[CH2:1]([O:3][C:4](=[O:28])[CH2:5][N:6]([CH2:21][C:22]1[CH:27]=[CH:26][CH:25]=[CH:24][CH:23]=1)[C:7](=[O:20])[C@H:8]([CH:17]([CH3:19])[CH3:18])[NH2:9])[CH3:2]. The yield is 97.1%. The solvent is Cl (hydrogen chloride), O1CCOCC1 (dioxane). Reactants: C(C)OC(CN(C([C@@H](NC(=O)OC(C)(C)C)C(C)C)=O)CC1=CC=CC=C1)=O (N-benzyl-N-[N′-tert-butoxycarbonyl-(S)-valinyl]glycine ethyl ester). Yields the product C(C)OC(CN(C([C@@H](N)C(C)C)=O)CC1=CC=CC=C1)=O (N-benzyl-N-[(S)-valinyl]glycine Ethyl Ester).